This data is from the Open Reaction Database (ORD), a public repository of structured organic reaction records. The task is: describe an organic reaction: reactants, conditions, products, and yield The reactants are [N+](=O)([O-])CC1=CC=C(C=C1)C1=CC=C(C=C1)C(F)(F)F (4-(nitromethyl)-4′-(trifluoromethyl)biphenyl), C1CCC2=NCCCN2CC1 (DBU), C1(CC1)C=O (cyclopropanecarbaldehyde). Run in O (water), CN(C)C=O (DMF). Conditions: time 8 hour. Product: C1(CC1)\C=C(/[N+](=O)[O-])\C1=CC=C(C=C1)C1=CC=C(C=C1)C(F)(F)F ((Z)-4-(2-cyclopropyl-1-nitrovinyl)-4′-(trifluoromethyl)biphenyl). The yield is 93.0%. Reaction SMILES: [N+:1]([CH2:4][C:5]1[CH:10]=[CH:9][C:8]([C:11]2[CH:16]=[CH:15][C:14]([C:17]([F:20])([F:19])[F:18])=[CH:13][CH:12]=2)=[CH:7][CH:6]=1)([O-:3])=[O:2].[CH2:21]1[CH2:31][CH2:30]N2C(=NCCC2)C[CH2:22]1.C1(C=O)CC1>CN(C=O)C.O>[CH:21]1(/[CH:22]=[C:4](/[C:5]2[CH:6]=[CH:7][C:8]([C:11]3[CH:16]=[CH:15][C:14]([C:17]([F:18])([F:19])[F:20])=[CH:13][CH:12]=3)=[CH:9][CH:10]=2)\[N+:1]([O-:3])=[O:2])[CH2:30][CH2:31]1. Procedure details: To a room temperature solution of 4-(nitromethyl)-4′-(trifluoromethyl)biphenyl (200 mg, 0.711 mmol) and DBU (54.4 mg, 0.355 mmol) in DMF (3 ml) was added cyclopropanecarbaldehyde (99.7 mg, 1.42 mmol). The reaction mixture was stirred at room temperature overnight. The resulting mixture was diluted with water and extracted with ethyl acetate (10 mL*3). The combined organic layers were dried over Na2SO4 and concentrated under reduced pressure. The crude product was purified by preparative TLC to g... Reactants: BrB(Br)Br, COc1cc(Br)cc(OC)c1, ClCCl. Product: COc1cc(O)cc(Br)c1. As a reaction SMILES: [B:12]([Br:13])([Br:14])[Br:15].[Br:1][c:2]1[cH:3][c:4]([O:10][CH3:11])[cH:5][c:6]([O:8][CH3:9])[cH:7]1.[Cl:16][CH2:17][Cl:18]>>[Br:1][c:2]1[cH:3][c:4]([OH:10])[cH:5][c:6]([O:8][CH3:9])[cH:7]1. Starting materials: N(N)C1=C2C=C(C(=NC2=CC=N1)C1=CC=C(C=C1)CN1CCC(CC1)C1=NNC(=N1)C1=NC=CC=C1)C1=CC=CC=C1 (5-hydrazino-3-phenyl-2-(4-{[4-(5-pyridin-2-yl-1H-1,2,4-triazol-3-yl)piperidin-1-yl]methyl}phenyl)-1,6-naphthyridine), N1(C=NC=C1)C(=N)N1C=NC=C1 (1,1-di-1H-imidazol-1-ylmethanimine). The solvent is CN(C)C=O (DMF). Run at temperature 85 celsius, time 4 hour. The product is C1(=CC=CC=C1)C=1C(=NC=2C=CN3C(C2C1)=NN=C3N)C3=CC=C(C=C3)CN3CCC(CC3)C3=NNC(=N3)C3=NC=CC=C3 (9-phenyl-8-(4-{[4-(5-pyridin-2-yl-1H-1,2,4-triazol-3-yl)piperidin-1-yl]methyl}phenyl)[1,2,4]triazolo[3,4-f]-1,6-naphthyridin-3-amine). The yield is 63.1%. As a reaction SMILES: [NH:1]([C:3]1[N:12]=[CH:11][CH:10]=[C:9]2[C:4]=1[CH:5]=[C:6]([C:37]1[CH:42]=[CH:41][CH:40]=[CH:39][CH:38]=1)[C:7]([C:13]1[CH:18]=[CH:17][C:16]([CH2:19][N:20]3[CH2:25][CH2:24][CH:23]([C:26]4[N:30]=[C:29]([C:31]5[CH:36]=[CH:35][CH:34]=[CH:33][N:32]=5)[NH:28][N:27]=4)[CH2:22][CH2:21]3)=[CH:15][CH:14]=1)=[N:8]2)[NH2:2].[N:43]1(C(N2C=CN=C2)=N)C=CN=[CH:44]1>CN(C=O)C>[C:37]1([C:6]2[C:7]([C:13]3[CH:18]=[CH:17][C:16]([CH2:19][N:20]4[CH2:21][CH2:22][CH:23]([C:26]5[N:30]=[C:29]([C:31]6[CH:36]=[CH:35][CH:34]=[CH:33][N:32]=6)[NH:28][N:27]=5)[CH2:24][CH2:25]4)=[CH:15][CH:14]=3)=[N:8][C:9]3[CH:10]=[CH:11][N:12]4[C:44]([NH2:43])=[N:2][N:1]=[C:3]4[C:4]=3[CH:5]=2)[CH:38]=[CH:39][CH:40]=[CH:41][CH:42]=1. Reported procedure: To 5-hydrazino-3-phenyl-2-(4-{[4-(5-pyridin-2-yl-1H-1,2,4-triazol-3-yl)piperidin-1-yl]methyl}phenyl)-1,6-naphthyridine (I-3) (70 mg, 0.126 mmol) in DMF (1.5 mL) was added literature known 1,1-di-1H-imidazol-1-ylmethanimine (102 mg, 0.633 mmol). The reaction mixture was stirred at 85° C. for 4 hours, concentrated in vacuo, and chromatographed to furnish the desired 9-phenyl-8-(4-{[40(5-pyridin-2-yl-1H-1,2,4-triazol-3-yl)piperidin-1-yl]methyl}phenyl}[1,2,4]triazolo[3,4-f]-1,6-naphthyridin-3-amine ... The reactants are O=C([O-])[O-], COc1cc2ncnc(Cl)c2cc1OCc1ccccc1, [Cs+], [Cs+], Cc1cc2c(F)c(O)ccc2[nH]1, CN(C)C=O. The product is COc1cc2ncnc(Oc3ccc4[nH]c(C)cc4c3F)c2cc1OCc1ccccc1. Reaction SMILES: [C:34](=[O:35])([O-:36])[O-:37].[CH2:1]([c:2]1[cH:3][cH:4][cH:5][cH:6][cH:7]1)[O:8][c:9]1[cH:10][c:11]2[c:12]([Cl:21])[n:13][cH:14][n:15][c:16]2[cH:17][c:18]1[O:19][CH3:20].[Cs+:38].[Cs+:39].[F:22][c:23]1[c:24]2[cH:25][c:26]([CH3:33])[nH:27][c:28]2[cH:29][cH:30][c:31]1[OH:32].[O:40]=[CH:41][N:42]([CH3:43])[CH3:44]>>[CH2:1]([c:2]1[cH:3][cH:4][cH:5][cH:6][cH:7]1)[O:8][c:9]1[cH:10][c:11]2[c:12]([O:32][c:31]3[c:23]([F:22])[c:24]4[cH:25][c:26]([CH3:33])[nH:27][c:28]4[cH:29][cH:30]3)[n:13][cH:14][n:15][c:16]2[cH:17][c:18]1[O:19][CH3:20].